Dataset: the Open Reaction Database (ORD), a public repository of structured organic reaction records. Task: describe an organic reaction: reactants, conditions, products, and yield Reactants: Brc1ccc(CN2CCCC(c3ccccc3)C2)cc1, CCO, Cc1ccccc1, OB(O)c1ccccc1C(F)(F)F, [Na+], [Na+], O=C([O-])[O-], c1ccc(P(c2ccccc2)(c2ccccc2)[Pd](P(c2ccccc2)(c2ccccc2)c2ccccc2)(P(c2ccccc2)(c2ccccc2)c2ccccc2)P(c2ccccc2)(c2ccccc2)c2ccccc2)cc1. Product: FC(F)(F)c1ccccc1-c1ccc(CN2CCCC(c3ccccc3)C2)cc1. RXN SMILES: [Br:1][c:2]1[cH:3][cH:4][c:5]([CH2:6][N:7]2[CH2:8][CH:9]([c:13]3[cH:14][cH:15][cH:16][cH:17][cH:18]3)[CH2:10][CH2:11][CH2:12]2)[cH:19][cH:20]1.[CH3:124][CH2:125][OH:126].[CH3:40][c:41]1[cH:42][cH:43][cH:44][cH:45][cH:46]1.[F:21][C:22]([c:23]1[c:24]([B:29]([OH:30])[OH:31])[cH:25][cH:26][cH:27][cH:28]1)([F:32])[F:33].[Na+:34].[Na+:35].[O-:36][C:37](=[O:38])[O-:39].[cH:47]1[cH:48][cH:49][c:50]([P:51]([Pd:52]([P:53]([c:54]2[cH:55][cH:56][cH:57][cH:58][cH:59]2)([c:60]2[cH:61][cH:62][cH:63][cH:64][cH:65]2)[c:66]2[cH:67][cH:68][cH:69][cH:70][cH:71]2)([P:72]([c:73]2[cH:74][cH:75][cH:76][cH:77][cH:78]2)([c:79]2[cH:80][cH:81][cH:82][cH:83][cH:84]2)[c:85]2[cH:86][cH:87][cH:88][cH:89][cH:90]2)[P:91]([c:92]2[cH:93][cH:94][cH:95][cH:96][cH:97]2)([c:98]2[cH:99][cH:100][cH:101][cH:102][cH:103]2)[c:104]2[cH:105][cH:106][cH:107][cH:108][cH:109]2)([c:110]2[cH:111][cH:112][cH:113][cH:114][cH:115]2)[c:116]2[cH:117][cH:118][cH:119][cH:120][cH:121]2)[cH:122][cH:123]1>>[c:2]1(-[c:24]2[c:23]([C:22]([F:21])([F:32])[F:33])[cH:28][cH:27][cH:26][cH:25]2)[cH:3][cH:4][c:5]([CH2:6][N:7]2[CH2:8][CH:9]([c:13]3[cH:14][cH:15][cH:16][cH:17][cH:18]3)[CH2:10][CH2:11][CH2:12]2)[cH:19][cH:20]1. The reactants are C(C)(=O)N1CCN(CC1)C=1C=CC(=NC1)CCC1=CC=C(S1)CCNC(=O)NNC(=O)OC(C)(C)C (tert-butyl 2-{[2-(5-{2-[5-(4-acetylpiperazin-1-yl)pyridin-2-yl]ethyl}thiophen-2-yl)ethyl]carbamoyl}hydrazinecarboxylate), O1CCOCC1.Cl (hydrogen chloride dioxane). The product is C(C)(=O)N1CCN(CC1)C=1C=CC(=NC1)CCC1=CC=C(S1)CCNC(=O)NN (N-[2-(5-{2-[5-(4-acetylpiperazin-1-yl)pyridin-2-yl]ethyl}thiophen-2-yl)ethyl]hydrazinecarboxamide). Isolated yield 42.5%. Reaction SMILES: [C:1]([N:4]1[CH2:9][CH2:8][N:7]([C:10]2[CH:11]=[CH:12][C:13]([CH2:16][CH2:17][C:18]3[S:22][C:21]([CH2:23][CH2:24][NH:25][C:26]([NH:28][NH:29]C(OC(C)(C)C)=O)=[O:27])=[CH:20][CH:19]=3)=[N:14][CH:15]=2)[CH2:6][CH2:5]1)(=[O:3])[CH3:2].O1CCOCC1.Cl>>[C:1]([N:4]1[CH2:9][CH2:8][N:7]([C:10]2[CH:11]=[CH:12][C:13]([CH2:16][CH2:17][C:18]3[S:22][C:21]([CH2:23][CH2:24][NH:25][C:26]([NH:28][NH2:29])=[O:27])=[CH:20][CH:19]=3)=[N:14][CH:15]=2)[CH2:6][CH2:5]1)(=[O:3])[CH3:2] |f:1.2|. Procedure: By a method similar to Production Example 115, step 5, tert-butyl 2-{[2-(5-{2-[5-(4-acetylpiperazin-1-yl)pyridin-2-yl]ethyl}thiophen-2-yl)ethyl]carbamoyl}hydrazinecarboxylate (498.0 mg, 0.964 mmol) was deprotected with 4M hydrogen chloride dioxane solution. The crude product was purified by aminopropylated silica gel and recrystallized from dichloromethane-methanol to give the title compound (170.8 mg, yield 42.5%) as a slightly yellow white solid. The reactants are S(O)(O)(=O)=O (Sulfuric acid), [NH4+].[OH-] (NH4OH), ClC1=CC=C(C=N1)C(C)(C)O (2-(6-Chloropyridin-3-yl)propan-2-ol), ClC1=CC=C(C=N1)C(C)(C)O (2-(6-Chloropyridin-3-yl)propan-2-ol), CC#N (CH3CN). Solvent: O (H2O). Reaction conditions: time 60 hour. The product is ClC1=CC=C(C=N1)C(C)(C)NC(C)=O (N-[1-(6-chloropyridin-3-yl)-1-methylethyl]acetamide). As a reaction SMILES: [Cl:1][C:2]1[N:7]=[CH:6][C:5]([C:8](O)([CH3:10])[CH3:9])=[CH:4][CH:3]=1.S(=O)(=O)(O)O.[NH4+].[OH-:18].[CH3:19][C:20]#[N:21]>O>[Cl:1][C:2]1[N:7]=[CH:6][C:5]([C:8]([NH:21][C:20](=[O:18])[CH3:19])([CH3:10])[CH3:9])=[CH:4][CH:3]=1 |f:2.3|. Reported procedure: A solution of the product from Step A, 1-A, (33.42 g, 195 mmol) in CH3CN (250 mL) was cooled to 0° C. using an ice-water bath. Sulfuric acid (72.7 mL, 1363 mmol) was slowly added and the reaction mixture was allowed to warm to rt and was stirred between 48-72 h. The reaction mixture was cooled to 0° C. using an ice-water bath, diluted with H2O (100 mL) and subsequently treated slowly with aq. 29% NH4OH (203 mL). The quenched mixture was extracted with MTBE and the organic layer was separated. Th... The reactants are C(C1=CC=CC=C1)O[C@@H]1[C@H](NC[C@H]1OCC1=CC=CC=C1)COCC1=CC=CC=C1 ((2R,3R,4R)-3,4-dibenzyloxy-2-benzyloxymethylpyrrolidine), ClCCO (2-chloroethanol), Cl.C(C1=CC=CC=C1)O[C@H]1[C@](N(C[C@H]1OCC1=CC=CC=C1)CC1CC1)(OCC1=CC=CC=C1)C ((2R,3R,4R)-3,4-dibenzyloxy-2-benzyloxy-methyl-1-cyclopropylmethylpyrrolidine, hydrochloride), C(C1=CC=CC=C1)O[C@@H]1[C@H](NC[C@H]1OCC1=CC=CC=C1)COCC1=CC=CC=C1 ((2R,3R,4R)-3,4-dibenzyloxy-2-benzyloxymethylpyrrolidine). The product is C(C1=CC=CC=C1)O[C@@H]1[C@H](N(C[C@H]1OCC1=CC=CC=C1)CCO)COCC1=CC=CC=C1 ((2R,3R,4R)-3,4-Dibenzyloxy-2-benzyloxymethyl-1-(2-hydroxyethyl)pyrrolidine), oil. Isolated yield 85.0%. As a reaction SMILES: Cl.[CH2:2]([O:9][C@@H]1[C@H](OCC2C=CC=CC=2)CN(CC2CC2)[C@]1(C)OCC1C=CC=CC=1)[C:3]1C=CC=CC=1.[CH2:36]([O:43][C@H:44]1[C@H:48]([O:49][CH2:50][C:51]2[CH:56]=[CH:55][CH:54]=[CH:53][CH:52]=2)[CH2:47][NH:46][C@@H:45]1[CH2:57][O:58][CH2:59][C:60]1[CH:65]=[CH:64][CH:63]=[CH:62][CH:61]=1)[C:37]1[CH:42]=[CH:41][CH:40]=[CH:39][CH:38]=1.ClCCO>>[CH2:36]([O:43][C@H:44]1[C@H:48]([O:49][CH2:50][C:51]2[CH:52]=[CH:53][CH:54]=[CH:55][CH:56]=2)[CH2:47][N:46]([CH2:3][CH2:2][OH:9])[C@@H:45]1[CH2:57][O:58][CH2:59][C:60]1[CH:65]=[CH:64][CH:63]=[CH:62][CH:61]=1)[C:37]1[CH:38]=[CH:39][CH:40]=[CH:41][CH:42]=1 |f:0.1|. Reported procedure: The title compound was prepared as described for compound 8 using (2R,3R,4R)-3,4-dibenzyloxy-2-benzyloxymethylpyrrolidine (Compound 1) (0.51 g, 1.27 mmol) and 2-chloroethanol (0.1 ml, 1.49 mmol) as starting material. (2R,3R,4R)-3,4-Dibenzyloxy-2-benzyloxymethyl-1-(2-hydroxyethyl)pyrrolidine was obtained as a golden oil (0.48 g, yield: 85%). Run at temperature 0 celsius, time 1 hour. Reactants: N(=O)[O-].[Na+] (sodium nitrite), FC=1C=C(C(=CC1)N)N (4-fluoro-benzene-1,2-diamine). As a reaction SMILES: [N:1]([O-])=O.[Na+].[F:5][C:6]1[CH:7]=[C:8]([NH2:13])[C:9]([NH2:12])=[CH:10][CH:11]=1>O.C(O)(=O)C>[F:5][C:6]1[CH:11]=[CH:10][C:9]2[NH:12][N:1]=[N:13][C:8]=2[CH:7]=1 |f:0.1|. Procedure details: A solution of sodium nitrite (284 mg, 4.12 mmol) in water (1 mL) was added to a solution of 4-fluoro-benzene-1,2-diamine (520 mg, 4.12 mmol) in acetic acid (0.50 mL) and water (2.50 mL) at 0° C. The reaction mixture was stirred for few minutes at 50° C. and 1 hour at 0° C. The precipitate was filtered, washed with cold water and dried to yield 5-fluoro-1H-benzo[d][1,2,3]triazole (565 mg, 3.50 mmol, 85%). Solvent: O (water), C(C)(=O)O (acetic acid), O (water). Product: FC1=CC2=C(NN=N2)C=C1 (5-fluoro-1H-benzo[d][1,2,3]triazole). Yield: 85.0%. Starting materials: CCCC[N+](CCCC)(CCCC)CCCC, CS(=O)(=O)N(c1cc(C(c2cc(C#N)ccc2F)S(=O)(=O)c2ccc(Cl)cc2)c(Cl)cn1)S(C)(=O)=O, [F-], C1CCOC1. Product: CS(=O)(=O)Nc1cc(C(c2cc(C#N)ccc2F)S(=O)(=O)c2ccc(Cl)cc2)c(Cl)cn1. As a reaction SMILES: [CH3:38][CH2:39][CH2:40][CH2:41][N+:42]([CH2:43][CH2:44][CH2:45][CH3:46])([CH2:47][CH2:48][CH2:49][CH3:50])[CH2:51][CH2:52][CH2:53][CH3:54].[Cl:1][c:2]1[c:3]([CH:17]([c:18]2[c:19]([F:26])[cH:20][cH:21][c:22]([C:24]#[N:25])[cH:23]2)[S:27](=[O:28])(=[O:29])[c:30]2[cH:31][cH:32][c:33]([Cl:36])[cH:34][cH:35]2)[cH:4][c:5]([N:8]([S:9](=[O:10])(=[O:11])[CH3:12])[S:13]([CH3:14])(=[O:15])=[O:16])[n:6][cH:7]1.[F-:37].[O:55]1[CH2:56][CH2:57][CH2:58][CH2:59]1>>[Cl:1][c:2]1[c:3]([CH:17]([c:18]2[c:19]([F:26])[cH:20][cH:21][c:22]([C:24]#[N:25])[cH:23]2)[S:27](=[O:28])(=[O:29])[c:30]2[cH:31][cH:32][c:33]([Cl:36])[cH:34][cH:35]2)[cH:4][c:5]([NH:8][S:9](=[O:10])(=[O:11])[CH3:12])[n:6][cH:7]1. The reactants are [NH4+].[Cl-] (NH4Cl), [Li]CCCC (nBuLi), C(C)C(CC)C=1C=2N(N=C(C1)C)C(=C(N2)C)I (8-(1-ethyl-propyl)-3-iodo-2,6-dimethyl-imidazo[1,2-b]pyridazine), BrC1=C(OC=C1)C (3-bromo-2-methyl furan). Reagents/catalysts: [Cl-].[Cl-].[Zn+2] (ZnCl2). Solvent: C1CCOC1 (THF). Run at time 10 minute. The product is C(C)C(CC)C=1C=2N(N=C(C1)C)C(=C(N2)C)C2=C(OC=C2)C (8-(1-Ethyl-propyl)-2,6-dimethyl-3-(2-methyl-furan-3-yl)-imidazo[1,2-b]pyridazine). Yield: 70.0%. As a reaction SMILES: Br[C:2]1[CH:6]=[CH:5][O:4][C:3]=1[CH3:7].[Li]CCCC.[CH2:13]([CH:15]([C:18]1[C:19]2[N:20]([C:25](I)=[C:26]([CH3:28])[N:27]=2)[N:21]=[C:22]([CH3:24])[CH:23]=1)[CH2:16][CH3:17])[CH3:14].[NH4+].[Cl-]>[Cl-].[Cl-].[Zn+2].C1COCC1>[CH2:13]([CH:15]([C:18]1[C:19]2[N:20]([C:25]([C:2]3[CH:6]=[CH:5][O:4][C:3]=3[CH3:7])=[C:26]([CH3:28])[N:27]=2)[N:21]=[C:22]([CH3:24])[CH:23]=1)[CH2:16][CH3:17])[CH3:14] |f:3.4,5.6.7|. Procedure: A THF solution (10 mL) of 3-bromo-2-methyl furan (prepared as described above) (1.06 gm, 6.58 mmol) is cooled to −78° C. under N2 then treated with nBuLi (1.6 M in hexane, 4.1 mL, 6.6 mmol). After 10 minutes at −78° C., the mixture is treated with ZnCl2 (Aldrich, 0.5 M in THF, 13.2 mL, 6.6 mmol). The resulting mixture is warmed to room temperature then treated with 8-(1-ethyl-propyl)-3-iodo-2,6-dimethyl-imidazo[1,2-b]pyridazine (1.13 gm, 3.29 mmol) and PdCl2(dppf)-CH2Cl2 complex (Aldrich, 257 mg...